This data is from the Open Reaction Database (ORD), a public repository of structured organic reaction records. The task is: describe an organic reaction: reactants, conditions, products, and yield The reactants are CC(=O)O[BH-](OC(C)=O)OC(C)=O, CC(=O)O, O=CC1CCC(NC(=O)c2cccc(C(F)(F)F)c2)CC1, O=CC1CCC(NC(=O)c2cc(C(F)(F)F)ccc2Cl)CC1, ClCCCl, Nc1cccc2ncccc12, [Na+]. The product is O=C(NC1CCC(CNc2cccc3ncccc23)CC1)c1cccc(C(F)(F)F)c1. Reaction SMILES: [C:59]([O:60][BH-:61]([O:62][C:63](=[O:64])[CH3:65])[O:66][C:67](=[O:68])[CH3:69])(=[O:70])[CH3:71].[CH3:55][C:56](=[O:57])[OH:58].[CH:1](=[O:2])[CH:3]1[CH2:4][CH2:5][CH:6]([NH:9][C:10]([c:11]2[cH:12][c:13]([C:17]([F:18])([F:19])[F:20])[cH:14][cH:15][cH:16]2)=[O:21])[CH2:7][CH2:8]1.[Cl:22][c:23]1[cH:24][cH:25][c:26]([C:27]([F:28])([F:29])[F:30])[cH:31][c:32]1[C:33]([NH:34][CH:35]1[CH2:36][CH2:37][CH:38]([CH:39]=[O:40])[CH2:41][CH2:42]1)=[O:43].[Cl:73][CH2:74][CH2:75][Cl:76].[NH2:44][c:45]1[c:46]2[cH:47][cH:48][cH:49][n:50][c:51]2[cH:52][cH:53][cH:54]1.[Na+:72]>>[CH2:1]([CH:3]1[CH2:4][CH2:5][CH:6]([NH:9][C:10]([c:11]2[cH:12][c:13]([C:17]([F:18])([F:19])[F:20])[cH:14][cH:15][cH:16]2)=[O:21])[CH2:7][CH2:8]1)[NH:44][c:45]1[c:46]2[cH:47][cH:48][cH:49][n:50][c:51]2[cH:52][cH:53][cH:54]1. The reactants are CCCCN, CCOC(C)=O, COc1cccc2c(-c3ccnc(F)c3)c(-c3ccc(F)cc3)nn12. Yields the product CCCCNc1cc(-c2c(-c3ccc(F)cc3)nn3c(OC)cccc23)ccn1. Reaction SMILES: [CH2:26]([CH2:27][CH2:28][CH3:29])[NH2:30].[CH3:31][CH2:32][O:33][C:34](=[O:35])[CH3:36].[F:1][c:2]1[cH:3][cH:4][c:5](-[c:8]2[n:9][n:10]3[c:11]([cH:12][cH:13][cH:14][c:15]3[O:16][CH3:17])[c:18]2-[c:19]2[cH:20][c:21]([F:25])[n:22][cH:23][cH:24]2)[cH:6][cH:7]1>>[F:1][c:2]1[cH:3][cH:4][c:5](-[c:8]2[n:9][n:10]3[c:11]([cH:12][cH:13][cH:14][c:15]3[O:16][CH3:17])[c:18]2-[c:19]2[cH:20][c:21]([NH:30][CH2:26][CH2:27][CH2:28][CH3:29])[n:22][cH:23][cH:24]2)[cH:6][cH:7]1. The reactants are ClC=1C=C(C=CC1C(C(C(F)(F)F)(C1=NC=C(N=C1)C)O)C)O (3-chloro-4-[3,3,3-trifluoro-2-hydroxy-1-methyl-2-(5-methyl-pyrazin-2-yl)-propyl]-phenol), BrCC1=CC=C(C(=O)OCC)C=C1 (ethyl 4-(bromomethyl)benzoate), [I-].[K+] (potassium iodide), C([O-])([O-])=O.[K+].[K+] (potassium carbonate). The solvent is CC(=O)C (acetone). Reaction conditions: temperature 60 celsius, time 17 hour. The product is C(C)OC(C1=CC=C(C=C1)COC1=CC(=C(C=C1)C(C(C(F)(F)F)(C1=NC=C(N=C1)C)O)C)Cl)=O (4-{3-Chloro-4-[3,3,3-trifluoro-2-hydroxy-1-methyl-2-(5-methyl-pyrazin-2-yl)-propyl]-phenoxymethyl}-benzoic acid ethyl ester). Yield: 74.7%. Reaction SMILES: [Cl:1][C:2]1[CH:3]=[C:4]([OH:23])[CH:5]=[CH:6][C:7]=1[CH:8]([CH3:22])[C:9]([OH:21])([C:14]1[CH:19]=[N:18][C:17]([CH3:20])=[CH:16][N:15]=1)[C:10]([F:13])([F:12])[F:11].Br[CH2:25][C:26]1[CH:36]=[CH:35][C:29]([C:30]([O:32][CH2:33][CH3:34])=[O:31])=[CH:28][CH:27]=1.[I-].[K+].C(=O)([O-])[O-].[K+].[K+]>CC(C)=O>[CH2:33]([O:32][C:30](=[O:31])[C:29]1[CH:35]=[CH:36][C:26]([CH2:25][O:23][C:4]2[CH:5]=[CH:6][C:7]([CH:8]([CH3:22])[C:9]([OH:21])([C:14]3[CH:19]=[N:18][C:17]([CH3:20])=[CH:16][N:15]=3)[C:10]([F:13])([F:11])[F:12])=[C:2]([Cl:1])[CH:3]=2)=[CH:27][CH:28]=1)[CH3:34] |f:2.3,4.5.6|. Procedure details: To a solution of 3-chloro-4-[3,3,3-trifluoro-2-hydroxy-1-methyl-2-(5-methyl-pyrazin-2-yl)-propyl]-phenol (120 mg, 0.35 mmol) in acetone (3 ml) were added ethyl 4-(bromomethyl)benzoate (197 mg, 0.78 mmol), potassium iodide (9 mg, 0.05 mmol) and potassium carbonate (108 mg, 0.78 mmol). The mixture was stirred for 17 h at 60° C. The reaction mixture was concentrated. Water and EtOAc were added and the mixture was extracted with EtOAc. The combined organic phases were washed with brine, dried over M... Reactants: CCN=C=NCCCN(C)C, CC#N, Cl, O=C(O)c1ccc(F)c2ccccc12, NC(Cc1cccc(Oc2ccccc2)c1)C(O)c1ccc(F)cc1, O, On1nnc2ccccc21. The product is O=C(NC(Cc1cccc(Oc2ccccc2)c1)C(O)c1ccc(F)cc1)c1ccc(F)c2ccccc12. RXN SMILES: [CH2:41]([N:42]=[C:43]=[N:44][CH2:45][CH2:46][CH2:47][N:48]([CH3:49])[CH3:50])[CH3:51].[CH3:62][C:63]#[N:64].[ClH:40].[F:26][c:27]1[cH:28][cH:29][c:30]([C:37](=[O:38])[OH:39])[c:31]2[cH:32][cH:33][cH:34][cH:35][c:36]12.[NH2:1][CH:2]([CH:3]([OH:4])[c:5]1[cH:6][cH:7][c:8]([F:11])[cH:9][cH:10]1)[CH2:12][c:13]1[cH:14][c:15]([O:19][c:20]2[cH:21][cH:22][cH:23][cH:24][cH:25]2)[cH:16][cH:17][cH:18]1.[OH2:65].[OH:52][n:53]1[c:54]2[cH:55][cH:56][cH:57][cH:58][c:59]2[n:60][n:61]1>>[NH:1]([CH:2]([CH:3]([OH:4])[c:5]1[cH:6][cH:7][c:8]([F:11])[cH:9][cH:10]1)[CH2:12][c:13]1[cH:14][c:15]([O:19][c:20]2[cH:21][cH:22][cH:23][cH:24][cH:25]2)[cH:16][cH:17][cH:18]1)[C:37]([c:30]1[cH:29][cH:28][c:27]([F:26])[c:36]2[c:31]1[cH:32][cH:33][cH:34][cH:35]2)=[O:38]. Reactants: COC(C1=C(C=C(C=C1)C1=NC(=NC(=C1C#CC=1C=NC(=CC1)N)C)N)Cl)=O (4-[2-amino-5-(6-amino-pyridin-3-ylethynyl)-6-methyl-pyrimidin-4-yl]-2-chloro-benzoic acid methyl ester). The solvent is C1CCOC1 (THF). Yields the product NC1=NC(=C(C(=N1)C1=CC(=C(C(=O)O)C=C1)Cl)C#CC=1C=NC(=CC1)N)C (4-[2-Amino-5-(6-amino-pyridin-3-ylethynyl)-6-methyl-pyrimidin-4-yl]-2-chloro benzoic acid). As a reaction SMILES: C[O:2][C:3](=[O:28])[C:4]1[CH:9]=[CH:8][C:7]([C:10]2[C:15]([C:16]#[C:17][C:18]3[CH:19]=[N:20][C:21]([NH2:24])=[CH:22][CH:23]=3)=[C:14]([CH3:25])[N:13]=[C:12]([NH2:26])[N:11]=2)=[CH:6][C:5]=1[Cl:27]>C1COCC1>[NH2:26][C:12]1[N:11]=[C:10]([C:7]2[CH:8]=[CH:9][C:4]([C:3]([OH:28])=[O:2])=[C:5]([Cl:27])[CH:6]=2)[C:15]([C:16]#[C:17][C:18]2[CH:19]=[N:20][C:21]([NH2:24])=[CH:22][CH:23]=2)=[C:14]([CH3:25])[N:13]=1. Procedure: The title compound is synthesized according to general procedure GP8 starting from 1.24 g (3.1 mmol) 4-[2-amino-5-(6-amino-pyridin-3-ylethynyl)-6-methyl-pyrimidin-4-yl]-2-chloro-benzoic acid methyl ester using 4.7 mL (4.7 mmol) 1 N NaOH in 22 mL THF. The product precipitates and is isolated by filtration. The product is washed with THF and diethylether. Yield: 1.13 g (95%). The reactants are CC(=O)O, CCOC(=O)CCc1nccn1-c1ccc(F)cc1[N+](=O)[O-], [Na+], O, O=C([O-])O. Yields the product CCOC(=O)CCc1nccn1-c1ccc(F)cc1N. As a reaction SMILES: [CH3:28][C:29](=[O:30])[OH:31].[F:1][c:2]1[cH:3][c:4]([N+:20]([O-:21])=[O:22])[c:5](-[n:8]2[c:9]([CH2:13][CH2:14][C:15](=[O:16])[O:17][CH2:18][CH3:19])[n:10][cH:11][cH:12]2)[cH:6][cH:7]1.[Na+:23].[OH2:32].[OH:24][C:25](=[O:26])[O-:27]>>[F:1][c:2]1[cH:3][c:4]([NH2:20])[c:5](-[n:8]2[c:9]([CH2:13][CH2:14][C:15](=[O:16])[O:17][CH2:18][CH3:19])[n:10][cH:11][cH:12]2)[cH:6][cH:7]1.